This data is from the Open Reaction Database (ORD), a public repository of structured organic reaction records. The task is: describe an organic reaction: reactants, conditions, products, and yield Reactants: S(=O)(Cl)Cl (thionyl chloride), OCC1=CC(=C(OCC=2N=C(OC2C)C2=CC=C(C=C2)CC(=O)OCC)C=C1)OC (ethyl (4-{4-[(4-hydroxymethyl-2-methoxyphenoxy)methyl]-5-methyl-1,3-oxazol-2-yl}phenyl)acetate), C(O)([O-])=O.[Na+] (sodium hydrogen carbonate). The solvent is C1(=CC=CC=C1)C (toluene). Yields the product ClCC1=CC(=C(OCC=2N=C(OC2C)C2=CC=C(C=C2)CC(=O)OCC)C=C1)OC (ethyl (4-{4-[(4-chloromethyl-2-methoxyphenoxy)methyl]-5-methyl-1,3-oxazol-2-yl}phenyl)acetate). Yield: 81.6%. RXN SMILES: O[CH2:2][C:3]1[CH:28]=[CH:27][C:6]([O:7][CH2:8][C:9]2[N:10]=[C:11]([C:15]3[CH:20]=[CH:19][C:18]([CH2:21][C:22]([O:24][CH2:25][CH3:26])=[O:23])=[CH:17][CH:16]=3)[O:12][C:13]=2[CH3:14])=[C:5]([O:29][CH3:30])[CH:4]=1.S(Cl)([Cl:33])=O.C(=O)([O-])O.[Na+]>C1(C)C=CC=CC=1>[Cl:33][CH2:2][C:3]1[CH:28]=[CH:27][C:6]([O:7][CH2:8][C:9]2[N:10]=[C:11]([C:15]3[CH:20]=[CH:19][C:18]([CH2:21][C:22]([O:24][CH2:25][CH3:26])=[O:23])=[CH:17][CH:16]=3)[O:12][C:13]=2[CH3:14])=[C:5]([O:29][CH3:30])[CH:4]=1 |f:2.3|. Reported procedure: To a mixture of ethyl (4-{4-[(4-hydroxymethyl-2-methoxyphenoxy)methyl]-5-methyl-1,3-oxazol-2-yl}phenyl)acetate (0.68 g) and toluene (50 mL) was added thionyl chloride (0.23 g), and the mixture was heated under reflux for 1 hr. After concentration of the reaction mixture, saturated aqueous sodium hydrogen carbonate was added to the residue and the mixture was extracted with ethyl acetate. The organic layer was washed with saturated brine, dried over anhydrous magnesium sulfate and concentrated to... Starting materials: CC(=O)Oc1c(C)c(-c2cc3ccc(OCc4ccccc4)cc3o2)oc(=O)c1C, C1COCCO1, CCO. Yields the product CC(=O)Oc1c(C)c(-c2cc3ccc(O)cc3o2)oc(=O)c1C. Reaction SMILES: [C:1]([CH3:2])(=[O:3])[O:4][c:5]1[c:6]([CH3:30])[c:7](=[O:29])[o:8][c:9](-[c:12]2[o:13][c:14]3[c:15]([cH:16]2)[cH:17][cH:18][c:19]([O:21][CH2:22][c:23]2[cH:24][cH:25][cH:26][cH:27][cH:28]2)[cH:20]3)[c:10]1[CH3:11].[CH2:34]1[O:35][CH2:36][CH2:37][O:38][CH2:39]1.[CH3:31][CH2:32][OH:33]>>[C:1]([CH3:2])(=[O:3])[O:4][c:5]1[c:6]([CH3:30])[c:7](=[O:29])[o:8][c:9](-[c:12]2[o:13][c:14]3[c:15]([cH:16]2)[cH:17][cH:18][c:19]([OH:21])[cH:20]3)[c:10]1[CH3:11].